This data is from the Open Reaction Database (ORD), a public repository of structured organic reaction records. The task is: describe an organic reaction: reactants, conditions, products, and yield Starting materials: NC=1SC=C(N1)C(C(=O)N[C@H]1[C@@H]2N(C(=C(CS2)C[N+]2=CC=CC=C2)C(=O)[O-])C1=O)=NOC1CC1 (7β-[2-(2-aminothiazol-4-yl)-2-(cyclopropyloxyimino)acetamido]-3-(1-pyridinio)methyl-3-cephem-4-carboxylate), S(O)(O)(=O)=O (sulfuric acid). The solvent is O (water). Yields the product S(=O)(=O)(O)[O-].NC=1SC=C(N1)C(C(=O)N[C@H]1[C@@H]2N(C(=C(CS2)C[N+]2=CC=CC=C2)C(=O)O)C1=O)=NOC1CC1 (7β-[2-(2-aminothiazol-4-yl)-2-(cyclopropyloxyimino)acetamido]-3-(1-pyridinio)methyl-3-cephem-4-carboxylic acid hydrogen sulfate). Reaction SMILES: [NH2:1][C:2]1[S:3][CH:4]=[C:5]([C:7](=[N:30][O:31][CH:32]2[CH2:34][CH2:33]2)[C:8]([NH:10][C@@H:11]2[C:28](=[O:29])[N:13]3[C:14]([C:25]([O-:27])=[O:26])=[C:15]([CH2:18][N+:19]4[CH:24]=[CH:23][CH:22]=[CH:21][CH:20]=4)[CH2:16][S:17][C@H:12]23)=[O:9])[N:6]=1.[S:35](=[O:39])(=[O:38])([OH:37])[OH:36]>O>[S:35]([O-:39])([OH:38])(=[O:37])=[O:36].[NH2:1][C:2]1[S:3][CH:4]=[C:5]([C:7](=[N:30][O:31][CH:32]2[CH2:34][CH2:33]2)[C:8]([NH:10][C@@H:11]2[C:28](=[O:29])[N:13]3[C:14]([C:25]([OH:27])=[O:26])=[C:15]([CH2:18][N+:19]4[CH:20]=[CH:21][CH:22]=[CH:23][CH:24]=4)[CH2:16][S:17][C@H:12]23)=[O:9])[N:6]=1 |f:3.4|. Procedure details: To a solution of 7β-[2-(2-aminothiazol-4-yl)-2-(cyclopropyloxyimino)acetamido]-3-(1-pyridinio)methyl-3-cephem-4-carboxylate (syn isomer) (750 mg) in water (50 ml) was added concentrated sulfuric acid (0.0679 ml). The solution was lyophilized to give 7β-[2-(2-aminothiazol-4-yl)-2-(cyclopropyloxyimino)acetamido]-3-(1-pyridinio)methyl-3-cephem-4-carboxylic acid hydrogen sulfate (863 mg). Reactants: CC(=O)O, Cl, CCOC(=O)c1cn(-c2ccc(OC)cc2)c2c(F)c(F)c(F)cc2c1=O. The product is COc1ccc(-n2cc(C(=O)O)c(=O)c3cc(F)c(F)c(F)c32)cc1. As a reaction SMILES: [CH3:29][C:30](=[O:31])[OH:32].[ClH:28].[F:1][c:2]1[cH:3][c:4]2[c:5](=[O:27])[c:6]([C:22](=[O:23])[O:24][CH2:25][CH3:26])[cH:7][n:8](-[c:14]3[cH:15][cH:16][c:17]([O:20][CH3:21])[cH:18][cH:19]3)[c:9]2[c:10]([F:13])[c:11]1[F:12]>>[F:1][c:2]1[cH:3][c:4]2[c:5](=[O:27])[c:6]([C:22](=[O:23])[OH:24])[cH:7][n:8](-[c:14]3[cH:15][cH:16][c:17]([O:20][CH3:21])[cH:18][cH:19]3)[c:9]2[c:10]([F:13])[c:11]1[F:12]. Starting materials: CC(C)(C)OC(=O)N1CCC(CBr)CC1, OC(c1ccccc1)(c1nc[nH]n1)C1CCCCC1. The product is CC(C)(C)OC(=O)N1CCC(Cn2cnc(C(O)(c3ccccc3)C3CCCCC3)n2)CC1. Reaction SMILES: [C:20]([CH3:21])([CH3:22])([CH3:23])[O:24][C:25](=[O:26])[N:27]1[CH2:28][CH2:29][CH:30]([CH2:33][Br:34])[CH2:31][CH2:32]1.[CH:1]1([C:7]([OH:8])([c:9]2[n:10][nH:11][cH:12][n:13]2)[c:14]2[cH:15][cH:16][cH:17][cH:18][cH:19]2)[CH2:2][CH2:3][CH2:4][CH2:5][CH2:6]1>>[CH:1]1([C:7]([OH:8])([c:9]2[n:10][n:11]([CH2:33][CH:30]3[CH2:29][CH2:28][N:27]([C:25]([O:24][C:20]([CH3:21])([CH3:22])[CH3:23])=[O:26])[CH2:32][CH2:31]3)[cH:12][n:13]2)[c:14]2[cH:15][cH:16][cH:17][cH:18][cH:19]2)[CH2:2][CH2:3][CH2:4][CH2:5][CH2:6]1. Reactants: C[Si](C)(C)[N-][Si](C)(C)C.[Na+] (sodium bis(trimethylsilyl)amide), C(C)NC(C1=C(C=CC=C1)[Si](C)(C)C)=O (N-Ethyl-2-(trimethylsilyl)benzamide), COCCl (chloromethyl methyl ether). Solvent: C1CCOC1 (THF), C1CCOC1 (THF). Yields the product C(C)N(C(C1=C(C=CC=C1)[Si](C)(C)C)=O)COC (N-Ethyl-N-(methoxymethyl)-2-(trimethylsilyl)benzamide). Isolated yield 49.4%. Reaction SMILES: C[Si]([N-][Si](C)(C)C)(C)C.[Na+].[CH2:11]([NH:13][C:14](=[O:25])[C:15]1[CH:20]=[CH:19][CH:18]=[CH:17][C:16]=1[Si:21]([CH3:24])([CH3:23])[CH3:22])[CH3:12].[CH3:26][O:27][CH2:28]Cl>C1COCC1>[CH2:11]([N:13]([CH2:26][O:27][CH3:28])[C:14](=[O:25])[C:15]1[CH:20]=[CH:19][CH:18]=[CH:17][C:16]=1[Si:21]([CH3:24])([CH3:23])[CH3:22])[CH3:12] |f:0.1|. Procedure: A 1M THF solution of sodium bis(trimethylsilyl)amide (52.5 mL, 52.5 mmol) was added dropwise over 5 min to a solution of the compound of Example 49 (11.07 g, 50 mmol) in THF (100 mL). The resulting mixture was cooled with a dry ice/acetone bath while neat chloromethyl methyl ether (4.83 g, 60 mmol) was added, maintaining the internal reaction temperature <-70° C. The cold bath was removed and the resulting reaction mixture was allowed to warm for 1 h, then was partitioned between sat aq NaHCO3 a...